This data is from the Open Reaction Database (ORD), a public repository of structured organic reaction records. The task is: describe an organic reaction: reactants, conditions, products, and yield Reactants: O=c1[nH]ccc2ccc(Br)cc12, CC(=O)[O-], CC(=O)[O-], N#Cc1cccc(B(O)O)c1, CO, [Na+], [OH-], O, [Pd+2]. Yields the product N#Cc1cccc(-c2ccc3cc[nH]c(=O)c3c2)c1. As a reaction SMILES: [Br:14][c:15]1[cH:16][cH:17][c:18]2[cH:19][cH:20][nH:21][c:22](=[O:25])[c:23]2[cH:24]1.[C:29]([O-:30])(=[O:31])[CH3:32].[C:34]([O-:35])(=[O:36])[CH3:37].[C:3](#[N:4])[c:5]1[cH:6][c:7]([B:11]([OH:12])[OH:13])[cH:8][cH:9][cH:10]1.[CH3:27][OH:28].[Na+:2].[OH-:1].[OH2:26].[Pd+2:33]>>[C:3](#[N:4])[c:5]1[cH:6][c:7](-[c:15]2[cH:16][cH:17][c:18]3[cH:19][cH:20][nH:21][c:22](=[O:25])[c:23]3[cH:24]2)[cH:8][cH:9][cH:10]1. Starting materials: 43.7, S1C(=CC=C1)C(=O)C1=CC=C(C=C1)C(C)O (p-(1-hydroxyethyl)phenyl 2-thienyl ketone), S(=O)(Cl)Cl (thionyl chloride). Run in C1=CC=CC=C1 (benzene). Run at time 8 hour. The product is S1C(=CC=C1)C(=O)C1=CC=C(C=C1)C(C)Cl (p-(1-chloroethyl)phenyl 2-thienyl ketone). RXN SMILES: [S:1]1[CH:5]=[CH:4][CH:3]=[C:2]1[C:6]([C:8]1[CH:13]=[CH:12][C:11]([CH:14](O)[CH3:15])=[CH:10][CH:9]=1)=[O:7].S(Cl)([Cl:19])=O>C1C=CC=CC=1>[S:1]1[CH:5]=[CH:4][CH:3]=[C:2]1[C:6]([C:8]1[CH:13]=[CH:12][C:11]([CH:14]([Cl:19])[CH3:15])=[CH:10][CH:9]=1)=[O:7]. Reported procedure: To a stirred and cooled solution of 43.7 parts of p-(1-hydroxyethyl)phenyl 2-thienyl ketone in 180 parts of dry benzene are added dropwise 16 parts of thionyl chloride. Upon completion, stirring is continued overnight at room temperature. The reaction mixture is evaporated. The residue is taken up in toluene and the latter is evaporated once more. The latter residue is distilled and the distillate is crystallized from ethanol at room temperature, yielding p-(1-chloroethyl)phenyl 2-thienyl ketone... Starting materials: C(Cl)C1CO1 (epichlorohydrin), OC(CNCCCCCCCCCCCC)CN(CC(CNCCCCCCCCCCCC)O)CCCCCCCCCCCC (15,19-dihydroxy-17-dodecyl-13,17,21-triazatritriacontane), resultant mixture. The solvent is C=1(C(=CC=CC1)C)C (xylene). The product is OC(CN(CCCCCCCCCCCC)CC(CCl)O)CN(CC(CN(CCCCCCCCCCCC)CC(CCl)O)O)CCCCCCCCCCCC (15,19-dihydroxy-13,21-bis(3-chloro-2-hydroxypropyl)-17-dodecyl-13,17,21-triazatritriacontane). The yield is 99.4%. As a reaction SMILES: [OH:1][CH:2]([CH2:17][N:18]([CH2:36][CH2:37][CH2:38][CH2:39][CH2:40][CH2:41][CH2:42][CH2:43][CH2:44][CH2:45][CH2:46][CH3:47])[CH2:19][CH:20]([OH:35])[CH2:21][NH:22][CH2:23][CH2:24][CH2:25][CH2:26][CH2:27][CH2:28][CH2:29][CH2:30][CH2:31][CH2:32][CH2:33][CH3:34])[CH2:3][NH:4][CH2:5][CH2:6][CH2:7][CH2:8][CH2:9][CH2:10][CH2:11][CH2:12][CH2:13][CH2:14][CH2:15][CH3:16].[CH2:48]([CH:50]1[O:52][CH2:51]1)[Cl:49]>C1(C)C(C)=CC=CC=1>[OH:35][CH:20]([CH2:19][N:18]([CH2:36][CH2:37][CH2:38][CH2:39][CH2:40][CH2:41][CH2:42][CH2:43][CH2:44][CH2:45][CH2:46][CH3:47])[CH2:17][CH:2]([OH:1])[CH2:3][N:4]([CH2:51][CH:50]([OH:52])[CH2:48][Cl:49])[CH2:5][CH2:6][CH2:7][CH2:8][CH2:9][CH2:10][CH2:11][CH2:12][CH2:13][CH2:14][CH2:15][CH3:16])[CH2:21][N:22]([CH2:51][CH:50]([OH:52])[CH2:48][Cl:49])[CH2:23][CH2:24][CH2:25][CH2:26][CH2:27][CH2:28][CH2:29][CH2:30][CH2:31][CH2:32][CH2:33][CH3:34]. Procedure details: A reactor was charged with 16.6 g (0.025 mole) of 15,19-dihydroxy-17-dodecyl-13,17,21-triazatritriacontane obtained in Example 1 and 200 g of xylene, and the contents were kept at 50° C. To the contents, 6.9 g (0.075 mole) of epichlorohydrin was added dropwise over one hour and ten minutes, and the resultant mixture was aged for 36 hours. Thereafter, the solvent and unreacted epichlorohydrin were distilled off under reduced pressure at room temperature, thereby obtaining 21.2 g of 15,19-dihydrox... Starting materials: CO, [H][H], COC(=O)C1CCCN1CC(CO)NC(=O)OCc1ccccc1. Product: O=C1NC(CO)CN2CCCC12. Reaction SMILES: [CH3:27][OH:28].[H:25][H:26].[OH:1][CH2:2][CH:3]([CH2:4][N:5]1[CH:6]([C:21]([O:22][CH3:23])=[O:24])[CH2:11][CH2:12][CH2:13]1)[NH:14][C:15]([O:17][CH2:7][c:8]1[cH:9][cH:10][cH:16][cH:18][cH:19]1)=[O:20]>>[OH:1][CH2:2][CH:3]1[CH2:4][N:5]2[CH:6]([CH2:11][CH2:12][CH2:13]2)[C:15](=[O:17])[NH:14]1. The reactants are CC#N, O=S(=O)(O)C1=NCCN1, Nc1cccc2c1CCCC2. Yields the product c1cc2c(c(N=C3NCCN3)c1)CCCC2. As a reaction SMILES: [CH3:21][C:22]#[N:23].[NH:12]1[C:13]([S:17]([OH:18])(=[O:19])=[O:20])=[N:14][CH2:15][CH2:16]1.[c:1]1([NH2:11])[cH:2][cH:3][cH:4][c:5]2[c:10]1[CH2:9][CH2:8][CH2:7][CH2:6]2>>[c:1]1([N:11]=[C:13]2[NH:12][CH2:16][CH2:15][NH:14]2)[cH:2][cH:3][cH:4][c:5]2[c:10]1[CH2:9][CH2:8][CH2:7][CH2:6]2.